This data is from the Open Reaction Database (ORD), a public repository of structured organic reaction records. The task is: describe an organic reaction: reactants, conditions, products, and yield The reactants are C(C)(C)(C)OC(=O)NCC1=CC(=C(C=C1)F)C=1CCN(CC1)C(=O)C=1C=NC=C(C1)CCC1=CC=CC=C1 (N-(tert-butoxycarbonyl)-4-fluoro-3-[1-(5-phenylethyl-pyridine-3-carbonyl)-1,2,3,6-tetrahydro-pyridin-4-yl]-benzylamine). Reagents/catalysts: [Pd] (palladium on carbon). Solvent: C(C)O (ethanol). Run at time 72 hour. Product: C(C)(C)(C)OC(=O)NCC1=CC(=C(C=C1)F)C1CCN(CC1)C(=O)C=1C=NC=C(C1)CCC1=CC=CC=C1 (tert-butoxycarbonyl-4-fluoro-3-[1-(5-phenylethyl-pyridine-3-carbonyl)-piperidin-4-yl]-benzylamine). Reaction SMILES: [C:1]([O:5][C:6]([NH:8][CH2:9][C:10]1[CH:15]=[CH:14][C:13]([F:16])=[C:12]([C:17]2[CH2:18][CH2:19][N:20]([C:23]([C:25]3[CH:26]=[N:27][CH:28]=[C:29]([CH2:31][CH2:32][C:33]4[CH:38]=[CH:37][CH:36]=[CH:35][CH:34]=4)[CH:30]=3)=[O:24])[CH2:21][CH:22]=2)[CH:11]=1)=[O:7])([CH3:4])([CH3:3])[CH3:2]>C(O)C.[Pd]>[C:1]([O:5][C:6]([NH:8][CH2:9][C:10]1[CH:15]=[CH:14][C:13]([F:16])=[C:12]([CH:17]2[CH2:18][CH2:19][N:20]([C:23]([C:25]3[CH:26]=[N:27][CH:28]=[C:29]([CH2:31][CH2:32][C:33]4[CH:34]=[CH:35][CH:36]=[CH:37][CH:38]=4)[CH:30]=3)=[O:24])[CH2:21][CH2:22]2)[CH:11]=1)=[O:7])([CH3:4])([CH3:2])[CH3:3]. Reported procedure: A solution of N-(tert-butoxycarbonyl)-4-fluoro-3-[1-(5-phenylethyl-pyridine-3-carbonyl)-1,2,3,6-tetrahydro-pyridin-4-yl]-benzylamine in ethanol (12 ml) was treated with 10% palladium on carbon (75 mg) and the mixture was stirred at ambient temperature under an atmosphere of hydrogen for 72 hours. The reaction mixture was filtered through a short pad of hyflo and the filtrate was concentrated under vacuum to give N-(tert-butoxycarbonyl-4-fluoro-3-[1-(5-phenylethyl-pyridine-3-carbonyl)-piperidin-4...